Dataset: the Open Reaction Database (ORD), a public repository of structured organic reaction records. Task: describe an organic reaction: reactants, conditions, products, and yield The reactants are O=C([O-])[O-], CC#N, O=C(Cl)CCCCl, Cl, [K+], [K+], CCC(N)C(N)=O. The product is CCC(NC(=O)CCCCl)C(N)=O. As a reaction SMILES: [C:1](=[O:2])([O-:3])[O-:4].[CH3:22][C:23]#[N:24].[Cl:15][CH2:16][CH2:17][CH2:18][C:19](=[O:20])[Cl:21].[ClH:7].[K+:5].[K+:6].[NH2:8][CH:9]([C:10](=[O:11])[NH2:12])[CH2:13][CH3:14]>>[NH:8]([CH:9]([C:10](=[O:11])[NH2:12])[CH2:13][CH3:14])[C:19]([CH2:18][CH2:17][CH2:16][Cl:15])=[O:20]. The reactants are CN(C)C=O, COc1ccccc1C(=O)O, O=S(Cl)Cl. Yields the product COc1ccccc1C(=O)Cl. RXN SMILES: [CH3:16][N:17]([CH3:18])[CH:19]=[O:20].[CH3:1][O:2][c:3]1[cH:4][cH:5][cH:6][cH:7][c:8]1[C:9]([OH:10])=[O:11].[S:12]([Cl:13])([Cl:14])=[O:15]>>[CH3:1][O:2][c:3]1[cH:4][cH:5][cH:6][cH:7][c:8]1[C:9](=[O:11])[Cl:14].